From a dataset of the Open Reaction Database (ORD), a public repository of structured organic reaction records. describe an organic reaction: reactants, conditions, products, and yield The reactants are CCCCCCCCCCCC(=O)Cl, CCOC(=O)c1ccc[nH]1. Yields the product CCCCCCCCCCCC(=O)c1c[nH]c(C(=O)OCC)c1. As a reaction SMILES: [C:11]([CH2:12][CH2:13][CH2:14][CH2:15][CH2:16][CH2:17][CH2:18][CH2:19][CH2:20][CH2:21][CH3:22])(=[O:23])[Cl:24].[nH:1]1[c:2]([C:6](=[O:7])[O:8][CH2:9][CH3:10])[cH:3][cH:4][cH:5]1>>[nH:1]1[c:2]([C:6](=[O:7])[O:8][CH2:9][CH3:10])[cH:3][c:4]([C:11]([CH2:12][CH2:13][CH2:14][CH2:15][CH2:16][CH2:17][CH2:18][CH2:19][CH2:20][CH2:21][CH3:22])=[O:23])[cH:5]1. The reactants are O=C([O-])[O-], CCOC(=O)C(C)(C)Oc1ccc(O)cc1C, CC#N, COCc1nc(-c2ccc(C(F)(F)F)cc2)ccc1CCl, [Cs+], [Cs+]. Product: CCOC(=O)C(C)(C)Oc1ccc(OCc2ccc(-c3ccc(C(F)(F)F)cc3)nc2COC)cc1C. Reaction SMILES: [C:39](=[O:40])([O-:41])[O-:42].[CH2:1]([CH3:2])[O:3][C:4]([C:5]([CH3:6])([CH3:7])[O:8][c:9]1[c:10]([CH3:16])[cH:11][c:12]([OH:15])[cH:13][cH:14]1)=[O:17].[CH3:45][C:46]#[N:47].[Cl:18][CH2:19][c:20]1[c:21]([CH2:36][O:37][CH3:38])[n:22][c:23](-[c:26]2[cH:27][cH:28][c:29]([C:32]([F:33])([F:34])[F:35])[cH:30][cH:31]2)[cH:24][cH:25]1.[Cs+:43].[Cs+:44]>>[CH2:1]([CH3:2])[O:3][C:4]([C:5]([CH3:6])([CH3:7])[O:8][c:9]1[c:10]([CH3:16])[cH:11][c:12]([O:15][CH2:19][c:20]2[c:21]([CH2:36][O:37][CH3:38])[n:22][c:23](-[c:26]3[cH:27][cH:28][c:29]([C:32]([F:33])([F:34])[F:35])[cH:30][cH:31]3)[cH:24][cH:25]2)[cH:13][cH:14]1)=[O:17]. The reactants are C(C)(=O)N1C(C(C2=CC(=CC=C12)[N+](=O)[O-])=C(C1=CC(=CC=C1)OC)Cl)=O (1-acetyl-3-[1-chloro-1-(3-methoxyphenyl)-methylidene)-5-nitro-2-indolinone), CN(C)CC1=CC=C(N)C=C1 (4-dimethylaminomethyl-aniline), [OH-].[Na+] (sodium hydroxide). The solvent is CN(C)C=O (DMF), CO (methanol). The product is CN(C)CC1=CC=C(C=C1)N\C(\C1=CC(=CC=C1)OC)=C\1/C(NC2=CC=C(C=C12)[N+](=O)[O-])=O ((Z)-3-[1-(4-dimethylaminomethyl-phenylamino)-1-(3-methoxyphenyl)-methylidene]-5-nitro-2-indolinone). RXN SMILES: C([N:4]1[C:12]2[C:7](=[CH:8][C:9]([N+:13]([O-:15])=[O:14])=[CH:10][CH:11]=2)[C:6](=[C:16](Cl)[C:17]2[CH:22]=[CH:21][CH:20]=[C:19]([O:23][CH3:24])[CH:18]=2)[C:5]1=[O:26])(=O)C.[CH3:27][N:28]([CH2:30][C:31]1[CH:37]=[CH:36][C:34]([NH2:35])=[CH:33][CH:32]=1)[CH3:29].[OH-].[Na+]>CN(C=O)C.CO>[CH3:29][N:28]([CH2:30][C:31]1[CH:32]=[CH:33][C:34]([NH:35]/[C:16](=[C:6]2\[C:5](=[O:26])[NH:4][C:12]3[C:7]\2=[CH:8][C:9]([N+:13]([O-:15])=[O:14])=[CH:10][CH:11]=3)/[C:17]2[CH:22]=[CH:21][CH:20]=[C:19]([O:23][CH3:24])[CH:18]=2)=[CH:36][CH:37]=1)[CH3:27] |f:2.3|. Procedure: Prepared analogously to Example 2 from 1-acetyl-3-[1-chloro-1-(3-methoxyphenyl)-methylidene)-5-nitro-2-indolinone and 4-dimethylaminomethyl-aniline in DMF and subsequent treatment with sodium hydroxide solution in methanol. Starting materials: ClC1=C(C=O)C=C(C=C1)[N+](=O)[O-] (2-chloro-5-nitrobenzaldehyde), CN (methylamine), C1=CC=C(C=C1)COC(=O)Cl (Cbz-Cl), [BH4-].[Na+] (NaBH4). The solvent is CO (MeOH). Conditions: time 1 hour. Product: ClC1=C(CN(C(OCC2=CC=CC=C2)=O)C)C=C(C=C1)[N+](=O)[O-] (Benzyl 2-chloro-5-nitrobenzyl(methyl)carbamate). Isolated yield 82.1%. Reaction SMILES: [Cl:1][C:2]1[CH:9]=[CH:8][C:7]([N+:10]([O-:12])=[O:11])=[CH:6][C:3]=1[CH:4]=O.[CH3:13][NH2:14].[BH4-].[Na+].[CH:17]1[CH:22]=[CH:21][C:20]([CH2:23][O:24][C:25](Cl)=[O:26])=[CH:19][CH:18]=1>CO>[Cl:1][C:2]1[CH:9]=[CH:8][C:7]([N+:10]([O-:12])=[O:11])=[CH:6][C:3]=1[CH2:4][N:14]([CH3:13])[C:25](=[O:26])[O:24][CH2:23][C:20]1[CH:21]=[CH:22][CH:17]=[CH:18][CH:19]=1 |f:2.3|. Procedure details: To a solution of 2-chloro-5-nitrobenzaldehyde (5 g, 26.9 mmol) in MeOH (100 mL), was added methylamine (33% in EtOH) (14.82 mL, 29.6 mmol). The mixture was stirred at rt for 1 h, cooled to 0° C. and treated with NaBH4 (1.223 g, 32.3 mmol). The mixture was stirred at rt for 30 min, then was concentrated. The residue was dissolved in THF (50 mL), treated with water (20 mL) and sat. NaHCO3 (20 mL). After stirring for 10 min, Cbz-Cl (4.62 mL, 32.3 mmol) was added dropwise. The mixture was stirred at... The reactants are BrB(Br)Br, ClCCl, COc1ccc2c(c1)CCN(C(=O)C(F)(F)F)CC2. Yields the product O=C(N1CCc2ccc(O)cc2CC1)C(F)(F)F. RXN SMILES: [B:20]([Br:21])([Br:22])[Br:23].[Cl:24][CH2:25][Cl:26].[F:1][C:2]([C:3](=[O:4])[N:5]1[CH2:6][CH2:7][c:8]2[c:9]([cH:12][c:13]([O:16][CH3:17])[cH:14][cH:15]2)[CH2:10][CH2:11]1)([F:18])[F:19]>>[F:1][C:2]([C:3](=[O:4])[N:5]1[CH2:6][CH2:7][c:8]2[c:9]([cH:12][c:13]([OH:16])[cH:14][cH:15]2)[CH2:10][CH2:11]1)([F:18])[F:19]. The reactants are NC=1SC2=C(N1)C=CC(=C2)OC(F)(F)F (2-amino-6-trifluoromethoxybenzothiazole), FC1=C(C(=O)Cl)C(=CC=C1)F (2,6-difluorobenzoylchloride). Run in ClC1=CC=CC=C1 (chlorobenzene). Conditions: time 1 hour. Yields the product FC(OC1=CC2=C(N=C(S2)NC(C2=C(C=CC=C2F)F)=O)C=C1)(F)F (N-(6-trifluoromethoxybenzothiazol-2-yl)-2,6-difluorobenzamide). The yield is 84.2%. Reaction SMILES: [NH2:1][C:2]1[S:3][C:4]2[CH:10]=[C:9]([O:11][C:12]([F:15])([F:14])[F:13])[CH:8]=[CH:7][C:5]=2[N:6]=1.[F:16][C:17]1[CH:25]=[CH:24][CH:23]=[C:22]([F:26])[C:18]=1[C:19](Cl)=[O:20]>ClC1C=CC=CC=1>[F:14][C:12]([F:15])([F:13])[O:11][C:9]1[CH:8]=[CH:7][C:5]2[N:6]=[C:2]([NH:1][C:19](=[O:20])[C:18]3[C:17]([F:16])=[CH:25][CH:24]=[CH:23][C:22]=3[F:26])[S:3][C:4]=2[CH:10]=1. Reported procedure: A mixture composed of 2-amino-6-trifluoromethoxybenzothiazole (2.34 g), 2,6-difluorobenzoylchloride (1.8 g) and chlorobenzene (20 ml) was boil for 1 hour. The hot reaction mixture was filtered and cooled to 10°-20° C. The resulting crystals were collected by filtration and washed with n-hexane (20 ml) to give N-(6-trifluoromethoxybenzothiazol-2-yl)-2,6-difluorobenzamide (3.15 g). Starting materials: CC(=O)O, ClCCCl, O=Cc1ccc([N+](=O)[O-])cc1, Nc1ccccn1. Yields the product O=[N+]([O-])c1ccc(CNc2ccccn2)cc1. As a reaction SMILES: [CH3:19][C:20](=[O:21])[OH:22].[Cl:23][CH2:24][CH2:25][Cl:26].[N+:1](=[O:2])([O-:3])[c:4]1[cH:5][cH:6][c:7]([CH:8]=[O:9])[cH:10][cH:11]1.[NH2:12][c:13]1[n:14][cH:15][cH:16][cH:17][cH:18]1>>[N+:1](=[O:2])([O-:3])[c:4]1[cH:5][cH:6][c:7]([CH2:8][NH:12][c:13]2[n:14][cH:15][cH:16][cH:17][cH:18]2)[cH:10][cH:11]1.